Dataset: the Open Reaction Database (ORD), a public repository of structured organic reaction records. Task: describe an organic reaction: reactants, conditions, products, and yield The reactants are [Cl-], O=S(=O)(O)c1ccc(Cl)cc1, NCCc1cccc2ccccc12. Product: O=S(=O)(NCCc1cccc2ccccc12)c1ccc(Cl)cc1. Reaction SMILES: [Cl-:14].[Cl:15][c:16]1[cH:17][cH:18][c:19]([S:22](=[O:23])(=[O:24])[OH:25])[cH:20][cH:21]1.[NH2:1][CH2:2][CH2:3][c:4]1[cH:5][cH:6][cH:7][c:8]2[cH:9][cH:10][cH:11][cH:12][c:13]12>>[NH:1]([CH2:2][CH2:3][c:4]1[cH:5][cH:6][cH:7][c:8]2[cH:9][cH:10][cH:11][cH:12][c:13]12)[S:22]([c:19]1[cH:18][cH:17][c:16]([Cl:15])[cH:21][cH:20]1)(=[O:23])=[O:24]. Reactants: [N+](=O)([O-])C1=CC=C(C=O)C=C1 (4-nitrobenzaldehyde), C(C)OC(CC(=O)CN1C(C=2C(C1=O)=CC=CC2)=O)=O (γ-phthalimidoacetoacetic acid ethyl ester), N (ammonia). Run in C(C)O (ethanol). Yields the product C(C)OC(=O)C1=C(NC(=C(C1C1=CC=C(C=C1)[N+](=O)[O-])C(=O)OCC)CN1C(C=2C(C1=O)=CC=CC2)=O)CN2C(C=1C(C2=O)=CC=CC1)=O (2,6-Di-(phthalimidomethyl)-4-(4'-nitrophenyl)-1,4-dihydropyridine-3,5-dicarboxylic acid diethyl ester). As a reaction SMILES: [N+:1]([C:4]1[CH:11]=[CH:10][C:7]([CH:8]=O)=[CH:6][CH:5]=1)([O-:3])=[O:2].[CH2:12]([O:14][C:15](=[O:31])[CH2:16][C:17]([CH2:19][N:20]1[C:24](=[O:25])[C:23]2=[CH:26][CH:27]=[CH:28][CH:29]=[C:22]2[C:21]1=[O:30])=O)[CH3:13].[NH3:32]>C(O)C>[CH2:12]([O:14][C:15]([C:16]1[CH:8]([C:7]2[CH:10]=[CH:11][C:4]([N+:1]([O-:3])=[O:2])=[CH:5][CH:6]=2)[C:16]([C:15]([O:14][CH2:12][CH3:13])=[O:31])=[C:17]([CH2:19][N:20]2[C:21](=[O:30])[C:22]3=[CH:29][CH:28]=[CH:27][CH:26]=[C:23]3[C:24]2=[O:25])[NH:32][C:17]=1[CH2:19][N:20]1[C:24](=[O:25])[C:23]2=[CH:26][CH:27]=[CH:28][CH:29]=[C:22]2[C:21]1=[O:30])=[O:31])[CH3:13]. Procedure: 7.5 g of 4-nitrobenzaldehyde, 28 g of γ-phthalimidoacetoacetic acid ethyl ester and 7 ccs of concentrated ammonia in 120 ccs of ethanol are heated to the boil under reflux for 60 hours and the product is filtered off after cooling on ice. Reactants: Br (hydrogen bromide), OC[C@H]1CN(C)[C@@H]2CC3=CNC4=CC=CC(C2=C1)=C34 (lysergol), Br (hydrogen bromide), N (ammonia), ice water, Br (hydrogen bromide), [OH-].[Na+] (sodium hydroxide), Br (hydrogen bromide). The solvent is Br.CS(=O)C (hydrogen bromide dimethylsulfoxide), CS(=O)C (dimethylsulfoxide). Conditions: time 20 minute. Yields the product BrC1=C2C[C@H]3N(C[C@H](CO)C=C3C=3C=CC=C(N1)C32)C (2-bromolysergol). Reaction SMILES: [BrH:1].[OH-].[Na+].[OH:4][CH2:5][C@@H:6]1[CH:21]=[C:20]2[C@@H:10]([CH2:11][C:12]3[C:22]4[C:15](=[CH:16][CH:17]=[CH:18][C:19]2=4)[NH:14][CH:13]=3)[N:8]([CH3:9])[CH2:7]1.N>Br.CS(C)=O.CS(C)=O>[Br:1][C:13]1[NH:14][C:15]2[C:22]3[C:12]=1[CH2:11][C@@H:10]1[C:20]([C:19]=3[CH:18]=[CH:17][CH:16]=2)=[CH:21][C@@H:6]([CH2:5][OH:4])[CH2:7][N:8]1[CH3:9] |f:1.2,5.6|. Procedure: Dry gaseous hydrogen bromide is introduced into 100 ml of anhydrous dimethylsulfoxide at room temperature. The quantity of the introduced hydrogen bromide gas is measured by titrating with 0.1N sodium hydroxide solution. The hydrogen bromide is introduced until the concentration of the gas reaches 0.0003-0.0005 mole/ml. One g (0.003937 mole) of lysergol is dissolved in an aliquot amount of this hydrogen bromide-dimethylsulfoxide mixture which contains 12 equivalents of hydrogen bromide. After co... Reactants: resultant mixture, C(C1=CC=CC=C1)N(NC(C1=NC(=CC(=C1)OC)OC1=CC(=CC=C1)C(F)(F)F)=O)CC1=CC=CC=C1 (4-methoxy-6-[3-(trifluoromethyl)phenoxy] picolinic acid, N',N'-dibenzyl hydrazide), C(C)(=O)OCC (ethyl acetate), [H][H] (hydrogen). The reagents and catalysts are [Pd] (palladium/carbon). The solvent is CO (methanol). Yields the product COC1=CC(=NC(=C1)OC1=CC(=CC=C1)C(F)(F)F)C(=O)NN (4-methoxy-6-[3-(trifluoromethyl)phenoxy] picolinic acid hydrazide). As a reaction SMILES: C([N:8](CC1C=CC=CC=1)[NH:9][C:10](=[O:30])[C:11]1[CH:16]=[C:15]([O:17][CH3:18])[CH:14]=[C:13]([O:19][C:20]2[CH:25]=[CH:24][CH:23]=[C:22]([C:26]([F:29])([F:28])[F:27])[CH:21]=2)[N:12]=1)C1C=CC=CC=1.C(OCC)(=O)C.[H][H]>[Pd].CO>[CH3:18][O:17][C:15]1[CH:14]=[C:13]([O:19][C:20]2[CH:25]=[CH:24][CH:23]=[C:22]([C:26]([F:27])([F:28])[F:29])[CH:21]=2)[N:12]=[C:11]([C:10]([NH:9][NH2:8])=[O:30])[CH:16]=1. Reported procedure: 4-methoxy-6-[3-(trifluoromethyl)phenoxy] picolinic acid, N',N'-dibenzyl hydrazide (7.38 g, 0.0145 mol) was mixed with a mixed solution of ethyl acetate (about 50 ml) and methanol (about 50 ml), and further with 10% palladium/carbon (1.0 g, 0.0145×0.065 mol) in a hydrogen atmosphere. The resultant mixture was stirred at a temperature of 50 to 60° C. for about 5 hours. The obtained reaction solution was filtered and concentrated, thereby obtaining an aimed product. Starting materials: COC(=O)c1cc2ccccc2cc1OC, Cl, [Na+], [OH-]. The product is COc1cc2ccccc2cc1C(=O)O. RXN SMILES: [CH3:1][O:2][c:3]1[c:4]([C:13](=[O:14])[O:15][CH3:16])[cH:5][c:6]2[cH:7][cH:8][cH:9][cH:10][c:11]2[cH:12]1.[ClH:17].[Na+:19].[OH-:18]>>[CH3:1][O:2][c:3]1[c:4]([C:13](=[O:14])[OH:15])[cH:5][c:6]2[cH:7][cH:8][cH:9][cH:10][c:11]2[cH:12]1.